This data is from the Open Reaction Database (ORD), a public repository of structured organic reaction records. The task is: describe an organic reaction: reactants, conditions, products, and yield The reactants are ON=C(C(=O)C=1C=C2CCC(N(C2=CC1)C)=O)C (6-(2-hydroxyiminopropionyl)-1-methyl-2-oxo-1,2,3,4-tetrahydroquinoline), NNC(=S)N (thiosemicarbazide), CO (methanol), O (water). The solvent is C(C)(=O)O (acetic acid). Product: ON=C(C(=NNC(=S)N)C=1C=C2CCC(N(C2=CC1)C)=O)C (6-(2-hydroxyimino-1-thiosemicarbazonopropyl)-1-methyl-2-oxo-1,2,3,4-tetrahydroquinoline). Yield: 26.2%. Reaction SMILES: [OH:1][N:2]=[C:3]([CH3:18])[C:4]([C:6]1[CH:7]=[C:8]2[C:13](=[CH:14][CH:15]=1)[N:12]([CH3:16])[C:11](=[O:17])[CH2:10][CH2:9]2)=O.[NH2:19][NH:20][C:21]([NH2:23])=[S:22].CO.O>C(O)(=O)C>[OH:1][N:2]=[C:3]([CH3:18])[C:4]([C:6]1[CH:7]=[C:8]2[C:13](=[CH:14][CH:15]=1)[N:12]([CH3:16])[C:11](=[O:17])[CH2:10][CH2:9]2)=[N:19][NH:20][C:21]([NH2:23])=[S:22]. Reported procedure: A mixture of 6-(2-hydroxyiminopropionyl)-1-methyl-2-oxo-1,2,3,4-tetrahydroquinoline (1 g), thiosemicarbazide (0.48 g), methanol (10 ml), water (5 ml) and acetic acid (0.1 ml) was refluxed for 13 hours with stirring. After cooling, the resulting precipitates were collected by filtration, washed successively with ethanol, water and ethanol, and then dried to give 0.34 g of 6-(2-hydroxyimino-1-thiosemicarbazonopropyl)-1-methyl-2-oxo-1,2,3,4-tetrahydroquinoline. Starting materials: C[Si](CCOCN(C1=CC(=NC=2N1N=CC2I)CC2=CC=C(C=C2)CC(=O)OC)COCC[Si](C)(C)C)(C)C (methyl 2-(4-((7-(bis((2-(trimethylsilyl)ethoxy)methyl)amino)-3-iodopyrazolo[1,5-a]pyrimidin-5-yl)methyl)phenyl)acetate), [O-]P(=O)([O-])[O-].[K+].[K+].[K+] (K3PO4), 3-quinoline, O1CCOCC1 (dioxane). The reagents and catalysts are C1=CC=C(C=C1)P([C-]2C=CC=C2)C3=CC=CC=C3.C1=CC=C(C=C1)P([C-]2C=CC=C2)C3=CC=CC=C3.Cl[Pd]Cl.[Fe+2] (Pd(dppf)Cl2). Run in CCOC(=O)C (EtOAc). Reaction conditions: temperature 90 celsius. The product is C[Si](CCOCN(C1=CC(=NC=2N1N=CC2C=2C=NC1=CC=CC=C1C2)CC2=CC=C(C=C2)CC(=O)OC)COCC[Si](C)(C)C)(C)C (methyl 2-(4-((7-(bis((2-(trimethylsilyl)ethoxy)methyl)amino)-3-(quinolin-3-yl)pyrazolo[1,5-a]pyrimidin-5-yl)methyl)phenyl)acetate). RXN SMILES: [CH3:1][Si:2]([CH3:39])([CH3:38])[CH2:3][CH2:4][O:5][CH2:6][N:7]([CH2:30][O:31][CH2:32][CH2:33][Si:34]([CH3:37])([CH3:36])[CH3:35])[C:8]1[N:13]2[N:14]=[CH:15][C:16](I)=[C:12]2[N:11]=[C:10]([CH2:18][C:19]2[CH:24]=[CH:23][C:22]([CH2:25][C:26]([O:28][CH3:29])=[O:27])=[CH:21][CH:20]=2)[CH:9]=1.[O-]P([O-])([O-])=O.[K+].[K+].[K+].O1[CH2:53][CH2:52]OCC1>CCOC(C)=O.C1C=CC(P(C2C=CC=CC=2)[C-]2C=CC=C2)=CC=1.C1C=CC(P(C2C=CC=CC=2)[C-]2C=CC=C2)=CC=1.Cl[Pd]Cl.[Fe+2]>[CH3:1][Si:2]([CH3:39])([CH3:38])[CH2:3][CH2:4][O:5][CH2:6][N:7]([CH2:30][O:31][CH2:32][CH2:33][Si:34]([CH3:37])([CH3:36])[CH3:35])[C:8]1[N:13]2[N:14]=[CH:15][C:16]([C:16]3[CH:12]=[N:11][C:10]4[C:52]([CH:53]=3)=[CH:21][CH:20]=[CH:19][CH:18]=4)=[C:12]2[N:11]=[C:10]([CH2:18][C:19]2[CH:24]=[CH:23][C:22]([CH2:25][C:26]([O:28][CH3:29])=[O:27])=[CH:21][CH:20]=2)[CH:9]=1 |f:1.2.3.4,7.8.9.10|. Reported procedure: Under Ar, methyl 2-(4-((7-(bis((2-(trimethylsilyl)ethoxy)methyl)amino)-3-iodopyrazolo[1,5-a]pyrimidin-5-yl)methyl)phenyl)acetate (180 mg, 0.26 mmol) was mixed with Pd(dppf)Cl2 (21 mg, 0.26 mmol, K3PO4 (106 mg, 0.5 mmol), 3-quinoline bornic acid (55 mg, 0.31 mmol) and dioxane (10 mL with 1 ml water). The resulting mixture was heated at 90° C. and stirred over night. After cooled to room temperature, the mixture was diluted with EtOAc (60 mL) and filtered through celite. After concentration, the c... Starting materials: O=C(Cl)C(=O)Cl, ClCCl, CC(C)(C)C(=O)NCO. Yields the product CC(C)(C)C(=O)NCCl. As a reaction SMILES: [Cl:10][C:11]([C:12]([Cl:13])=[O:14])=[O:15].[Cl:16][CH2:17][Cl:18].[OH:1][CH2:2][NH:3][C:4]([C:5]([CH3:6])([CH3:7])[CH3:8])=[O:9]>>[CH2:2]([NH:3][C:4]([C:5]([CH3:6])([CH3:7])[CH3:8])=[O:9])[Cl:10]. Starting materials: CS(=O)(=O)OCCCCNC(=O)OCC1=CC=CC=C1 (4-(benzyloxycarbonylamino)butyl methanesulfonate), C(C)N (ethyl amine). Procedure details: Following the general procedure of Example 4, Step 2, and making non-critical variations but using 4-(benzyloxycarbonylamino)butyl methanesulfonate and ethyl amine in THF, the compound of Step 1 was obtained. As a reaction SMILES: CS(O[CH2:6][CH2:7][CH2:8][CH2:9][NH:10][C:11]([O:13][CH2:14][C:15]1[CH:20]=[CH:19][CH:18]=[CH:17][CH:16]=1)=[O:12])(=O)=O.[CH2:21]([NH2:23])[CH3:22]>C1COCC1>[CH2:21]([NH:23][CH2:6][CH2:7][CH2:8][CH2:9][NH:10][C:11](=[O:12])[O:13][CH2:14][C:15]1[CH:20]=[CH:19][CH:18]=[CH:17][CH:16]=1)[CH3:22]. The solvent is C1CCOC1 (THF). Product: C(C)NCCCCNC(OCC1=CC=CC=C1)=O (benzyl 4-(ethylamino)butylcarbamate).